Task: describe an organic reaction: reactants, conditions, products, and yield. Dataset: the Open Reaction Database (ORD), a public repository of structured organic reaction records The reactants are CC1=C(C(=CC(=C1)C)OCC(=C)C)C (1,2,5-trimethyl-3-[(2-methylprop-2-en-1-yl)oxy]benzene), C(C)(=O)OCC (ethyl acetate), C(C)N(C1=CC=CC=C1)CC (N,N-diethylaniline), Cl (hydrochloric acid). Conditions: temperature 225 celsius, time 11 hour. Yields the product CC1=C(C(=C(C=C1C)C)CC(=C)C)O (2,3,5-trimethyl-6-(2-methylprop-2-en-1-yl)phenol). Yield: 85.0%. RXN SMILES: [CH3:1][C:2]1[CH:7]=[C:6]([CH3:8])[CH:5]=[C:4]([O:9]CC(C)=C)[C:3]=1[CH3:14].C(N(CC)[C:18]1[CH:23]=CC=C[CH:19]=1)C.Cl.[C:27](OCC)(=O)C>>[CH3:27][C:5]1[C:6]([CH3:8])=[CH:7][C:2]([CH3:1])=[C:3]([CH2:14][C:18]([CH3:23])=[CH2:19])[C:4]=1[OH:9]. Procedure details: A mixture of 1,2,5-trimethyl-3-[(2-methylprop-2-en-1-yl)oxy]benzene (33.6 g, 177 mmol) synthesized in Reference Example 1 and N,N-diethylaniline (100 mL) was stirred under argon atmosphere at 220 to 230° C. for 11 hours. After cooled to room temperature, the reaction solution was distributed using ethyl acetate and 1N hydrochloric acid. The organic layer was washed with 1N hydrochloric acid and saturated saline, and then dried using anhydrous magnesium sulfate. The solvent was removed under redu... The reactants are CCC(=O)c1c(OC)cccc1OC, FOC(F)(F)F. Yields the product CCC(=O)c1c(OC)ccc(F)c1OC. Reaction SMILES: [CH3:1][O:2][c:3]1[c:4]([C:11]([CH2:12][CH3:13])=[O:14])[c:5]([O:9][CH3:10])[cH:6][cH:7][cH:8]1.[F:15][O:16][C:17]([F:18])([F:19])[F:20]>>[CH3:1][O:2][c:3]1[c:4]([C:11]([CH2:12][CH3:13])=[O:14])[c:5]([O:9][CH3:10])[cH:6][cH:7][c:8]1[F:15]. Reactants: C(C)(C)(C)OC(=O)N1CCC(CC1)C1=CC=C(C=C1)NC1=NN2C(C(=CC=C2)C2=C(C=C(C=C2)C(F)F)OC)=N1 (4-{4-[8-(4-difluoromethyl-2-methoxy-phenyl)-[1,2,4]-triazolo[1,5-a]pyridin-2-ylamino]-phenyl}-piperidine-1-carboxylic acid tert-butyl ester), FC(C(=O)O)(F)F (trifluoroacetic acid). Product: FC(C1=CC(=C(C=C1)C=1C=2N(C=CC1)N=C(N2)NC2=CC=C(C=C2)C2CCNCC2)OC)F ([8-(4-Difluoromethyl-2-methoxy-phenyl)-[1,2,4]-triazolo[1,5-a]pyridin-2-yl]-(4-piperidin-4-yl-phenyl)-amine), product. The yield is 99.0%. RXN SMILES: C(OC([N:8]1[CH2:13][CH2:12][CH:11]([C:14]2[CH:19]=[CH:18][C:17]([NH:20][C:21]3[N:40]=[C:24]4[C:25]([C:29]5[CH:34]=[CH:33][C:32]([CH:35]([F:37])[F:36])=[CH:31][C:30]=5[O:38][CH3:39])=[CH:26][CH:27]=[CH:28][N:23]4[N:22]=3)=[CH:16][CH:15]=2)[CH2:10][CH2:9]1)=O)(C)(C)C.FC(F)(F)C(O)=O>>[F:37][CH:35]([F:36])[C:32]1[CH:33]=[CH:34][C:29]([C:25]2[C:24]3[N:23]([N:22]=[C:21]([NH:20][C:17]4[CH:16]=[CH:15][C:14]([CH:11]5[CH2:10][CH2:9][NH:8][CH2:13][CH2:12]5)=[CH:19][CH:18]=4)[N:40]=3)[CH:28]=[CH:27][CH:26]=2)=[C:30]([O:38][CH3:39])[CH:31]=1. Procedure: [8-(4-Difluoromethyl-2-methoxy-phenyl)-[1,2,4]-triazolo[1,5-a]pyridin-2-yl]-(4-piperidin-4-yl-phenyl)-amine was prepared from 4-{4-[8-(4-difluoromethyl-2-methoxy-phenyl)-[1,2,4]-triazolo[1,5-a]pyridin-2-ylamino]-phenyl}-piperidine-1-carboxylic acid tert-butyl ester (0.191 g, 0.348 mmol) and trifluoroacetic acid (0.500 mL) in a manner analogous to Example 312 to give product (0.170 g, 99%). MP=208-212° C. 1H NMR (400 MHz, (D3C)2SO, δ, ppm): 9.57 (s, 1H), 8.78 (d, 1H), 7.70 (d, 1H), 7.55 (m, 3H), ... The reactants are [Cl-].[Cl-].[Cl-].[Cl-].[Zr+4] (Zirconium tetrachloride), C1=CC=CC=2C3=CC=CC=C3NC12 (Carbazole), C(CCC)[Li] (n-Butyllithium), C1=CC=CC=2C3=CC=CC=C3NC12 (carbazole). Run in C1(=CC=CC=C1)C (toluene), C1(=CC=CC=C1)C (Toluene). Reaction conditions: time 2 hour. Product: [Cl-].[Cl-].C1(=CC=CC=2C3=CC=CC=C3NC12)[Zr+2]C1=CC=CC=2C3=CC=CC=C3NC12 (Bis(Carbazolyl) Zirconium Dichloride). Reaction SMILES: [CH:1]1[C:13]2[NH:12][C:11]3[C:6](=[CH:7][CH:8]=[CH:9][CH:10]=3)[C:5]=2[CH:4]=[CH:3][CH:2]=1.[CH2:14]([Li])[CH2:15][CH2:16][CH3:17].[Cl-:19].[Cl-].[Cl-].[Cl-].[Zr+4:23]>C1(C)C=CC=CC=1>[Cl-:19].[Cl-:19].[C:10]1([Zr+2:23][C:17]2[C:13]3[NH:12][C:11]4[C:6](=[CH:7][CH:8]=[CH:9][CH:10]=4)[C:5]=3[CH:14]=[CH:15][CH:16]=2)[C:11]2[NH:12][C:13]3[C:5](=[CH:4][CH:3]=[CH:2][CH:1]=3)[C:6]=2[CH:7]=[CH:8][CH:9]=1 |f:2.3.4.5.6,8.9.10|. Procedure: Complex Preparation (Steps 1 and 2). Carbazole (5.0 g, 30 mmol) is stirred in a flask under an atmosphere of nitrogen in a dry box for 15 min. Toluene (120 mL) is added, and the mixture is stirred for 30 min. n-Butyllithium (12 mL of 2.5 M solution in hexane, 30 mmol) is added by syringe over 5 min. to the stirred carbazole solution. The mixture is stirred at room temperature for 2 h. The mixture turns light pink, and the slurry becomes thick, requiring vigorous stirring. Zirconium tetrachloride... Starting materials: ClC1=C(CN2C3=C(NCC2=O)N=CC(=C3)I)C(=CC=C1)Cl (1-(2,6-Dichlorobenzyl)-7-iodo-3,4-dihydro-1H-pyrido[2,3-b]pyrazin-2-one), C(C)OC(=O)C1=CC=C(C=C1)B(O)O (4-ethoxycarbonyl phenyl boronic acid). Product: C(C)OC(C1=CC=C(C=C1)C1=CC2=C(NCC(N2CC2=C(C=CC=C2Cl)Cl)=O)N=C1)=O (4-[1-(2,6-Dichlorobenzyl)-2-oxo-1,2,3,4-tetrahydropyrido[2,3-b]pyrazin-7-yl]benzoic acid ethyl ester). As a reaction SMILES: [Cl:1][C:2]1[CH:20]=[CH:19][CH:18]=[C:17]([Cl:21])[C:3]=1[CH2:4][N:5]1[C:10](=[O:11])[CH2:9][NH:8][C:7]2[N:12]=[CH:13][C:14](I)=[CH:15][C:6]1=2.[CH2:22]([O:24][C:25]([C:27]1[CH:32]=[CH:31][C:30](B(O)O)=[CH:29][CH:28]=1)=[O:26])[CH3:23]>>[CH2:22]([O:24][C:25](=[O:26])[C:27]1[CH:32]=[CH:31][C:30]([C:14]2[CH:13]=[N:12][C:7]3[NH:8][CH2:9][C:10](=[O:11])[N:5]([CH2:4][C:3]4[C:2]([Cl:1])=[CH:20][CH:19]=[CH:18][C:17]=4[Cl:21])[C:6]=3[CH:15]=2)=[CH:29][CH:28]=1)[CH3:23]. Procedure details: 1-(2,6-Dichlorobenzyl)-7-iodo-3,4-dihydro-1H-pyrido[2,3-b]pyrazin-2-one (231 mg) was reacted with 4-ethoxycarbonyl phenyl boronic acid as in General Procedure 4B to give the title compound as a yellow solid. M.p.=226° C., LCMS: m/z=456.52 (M+H+), 1H-NMR (DMSO-d6, 400 MHz) δ 1.35 (3H, t, J=6.9 Hz), 4.09 (3H, s), 4.33 (3H, q, J=7.1 Hz), 5.47 (2H, s), 7.32 (2H, m), 7.48 (2H, d, J=8.1 Hz), 7.57 (3H, m), 7.63 (1H, m), 7.90 (1H, m), 7.98 (2H, d, J=8.2 Hz), 8.03 (1H, d, J=2.0 Hz). The reactants are ON1C(CCC1=O)=O (N-Hydroxysuccinimide), CC(N=C=NC(C)C)C (DIC), N(CC(=O)O)C(=O)OCC1C2=CC=CC=C2C2=CC=CC=C12 (Fmoc-Gly-OH). Run in ClCCl (dichloromethane). Reaction conditions: time 4 hour. Yields the product C(C)(C)NC(=O)NC(C)C (N,N′-diisopropylurea). As a reaction SMILES: [OH:1]N1C(=O)CCC1=O.[CH3:9][CH:10]([CH3:17])[N:11]=[C:12]=[N:13][CH:14]([CH3:16])[CH3:15].N(C(OCC1C2C(=CC=CC=2)C2C1=CC=CC=2)=O)CC(O)=O>ClCCl>[CH:10]([NH:11][C:12]([NH:13][CH:14]([CH3:16])[CH3:15])=[O:1])([CH3:17])[CH3:9]. Procedure details: N-Hydroxysuccinimide (1.70 g, 14.77 mmol) and DIC (1.87 g, 14.77 mmol) were added sequentially to a stirred solution of Fmoc-Gly-OH (4.0 g, 13.45 mmol) in dichloromethane (15 mL); the resulting mixture was stirred at room temperature for 4 h. The N,N′-diisopropylurea formed was removed by filtration and the solid was washed with ether (20 mL). The volatiles were removed and the solid Fmoc-Gly-succinimidyl ester formed was washed with ether (3×20 mL). Fmoc-Gly-succinimidyl ester was then redissol... The reactants are COC(C1=CC(=C(C=C1)I)[N+](=O)[O-])=O (4-iodo-3-nitrobenzoic acid methyl ester). Reaction SMILES: [CH3:1][O:2][C:3](=[O:14])[C:4]1[CH:9]=[CH:8][C:7]([I:10])=[C:6]([N+:11]([O-])=O)[CH:5]=1>C(O)(=O)C.[Fe]>[CH3:1][O:2][C:3](=[O:14])[C:4]1[CH:9]=[CH:8][C:7]([I:10])=[C:6]([NH2:11])[CH:5]=1. Procedure details: A solution of 4-iodo-3-nitrobenzoic acid methyl ester (2.0 g, 6.50 mmol) in 25 mL of absolute alcohol and 15 mL of glacial acetic acid was treated with iron powder (3.6 g, 65.0 mmol) and the mixture was heated at 80° C. After 1 hour, the reaction mixture was filtered through a pad of silica, washed with ethanol, and concentrated in vacuo. The residue was diluted with a solution of potassium carbonate and extracted with ethyl acetate. The combined organic layers were washed with brine, dried over... Product: COC(C1=CC(=C(C=C1)I)N)=O (3-amino-4-iodobenzoic acid methyl ester). Yield: 88.8%. The solvent is alcohol, C(C)(=O)O (acetic acid). Run at temperature 80 celsius, time 1 hour. The reagents and catalysts are [Fe] (iron).